From a dataset of the Open Reaction Database (ORD), a public repository of structured organic reaction records. describe an organic reaction: reactants, conditions, products, and yield Starting materials: SC=1NC2=C(C=NC=C2)N1 (2-mercapto-1H-imidazo[4,5-c]pyridine), crude material, [Na] (sodium), C(C1=CC=CC=C1)(=O)OC1=CC(=CC(=C1)CBr)OC(C1=CC=CC=C1)=O (5-bromomethyl-benzene-1,3-diol dibenzoate). Product: C(C1=CC=CC=C1)(=O)OC1=CC(=CC(=C1)CSC1=NC2=C(C=NC=C2)N1)OC(C1=CC=CC=C1)=O (5-(3H-Imidazo[4,5-c]pyridin-2-ylthiomethyl)benzene-1,3-diol dibenzoate). RXN SMILES: [SH:1][C:2]1[NH:3][C:4]2[CH:9]=[CH:8][N:7]=[CH:6][C:5]=2[N:10]=1.[Na].[C:12]([O:20][C:21]1[CH:26]=[C:25]([CH2:27]Br)[CH:24]=[C:23]([O:29][C:30](=[O:37])[C:31]2[CH:36]=[CH:35][CH:34]=[CH:33][CH:32]=2)[CH:22]=1)(=[O:19])[C:13]1[CH:18]=[CH:17][CH:16]=[CH:15][CH:14]=1>>[C:30]([O:29][C:23]1[CH:24]=[C:25]([CH2:27][S:1][C:2]2[NH:10][C:5]3[CH:6]=[N:7][CH:8]=[CH:9][C:4]=3[N:3]=2)[CH:26]=[C:21]([O:20][C:12](=[O:19])[C:13]2[CH:18]=[CH:17][CH:16]=[CH:15][CH:14]=2)[CH:22]=1)(=[O:37])[C:31]1[CH:32]=[CH:33][CH:34]=[CH:35][CH:36]=1 |^1:10|. Procedure details: The synthesis of this compound proceeded in the same fashion as Example 15 using 1.66 g (0.011 mol) of 2-mercapto-1H-imidazo[4,5-c]pyridine, 0.28 g (0.012 g atom) of sodium and 4.51 g (0.011 mol) of 5-bromomethyl-benzene-1,3-diol dibenzoate. The crude material (4.2 g) when subjected to HPLC gave pure product (m.p. 209°-212° C.).